This data is from the Open Reaction Database (ORD), a public repository of structured organic reaction records. The task is: describe an organic reaction: reactants, conditions, products, and yield Starting materials: ClC1=C(C(=O)O)C=CC=C1[N+](=O)[O-] (2-chloro-3-nitrobenzoic acid), O (Water). Solvent: O1CCCC1 (tetrahydrofuran). The product is ClC1=C(C=CC=C1[N+](=O)[O-])CO ((2-chloro-3-nitrophenyl)methanol). The yield is 75.2%. Reaction SMILES: [Cl:1][C:2]1[C:10]([N+:11]([O-:13])=[O:12])=[CH:9][CH:8]=[CH:7][C:3]=1[C:4](O)=[O:5].O>O1CCCC1>[Cl:1][C:2]1[C:10]([N+:11]([O-:13])=[O:12])=[CH:9][CH:8]=[CH:7][C:3]=1[CH2:4][OH:5]. Procedure details: A borane-tetrahydrofuran complex (1.0 M, 20 ml) was added dropwise to a solution of 2-chloro-3-nitrobenzoic acid (5.0 g) in anhydrous tetrahydrofuran (30 ml) in a nitrogen atmosphere and the mixture was heated under reflux for 16 h. Water was added to the reaction mixture which was extracted with ethyl acetate; the organic layer was washed successively with a saturated aqueous sodium bicarbonate solution and a saturated aqueous sodium chloride solution, dried with anhydrous-sodium sulfate and co...